This data is from the Open Reaction Database (ORD), a public repository of structured organic reaction records. The task is: describe an organic reaction: reactants, conditions, products, and yield Starting materials: N1CCSCC1 (Thiomorpholine), [OH-].[Na+] (NaOH), BrCCCCl (1-bromo-3-chloropropane). Solvent: CC(=O)C (acetone). Product: ClCCCN1CCSCC1 (4-(3-Chloro-propyl)-thiomorpholine). The yield is 96.5%. Reaction SMILES: [NH:1]1[CH2:6][CH2:5][S:4][CH2:3][CH2:2]1.[OH-].[Na+].Br[CH2:10][CH2:11][CH2:12][Cl:13]>CC(C)=O>[Cl:13][CH2:12][CH2:11][CH2:10][N:1]1[CH2:6][CH2:5][S:4][CH2:3][CH2:2]1 |f:1.2|. Reported procedure: Thiomorpholine (5 g, 49 mmol), acetone (15 ml, 3 vol), 5M NaOH solution (11.8 ml) and 1-bromo-3-chloropropane (11.6 g, 73.5 mmol, 1.5 eq.) were reacted together according to general procedure A to give the title compound (8.5 g, 96%) as a pale yellow oil.